From a dataset of the Open Reaction Database (ORD), a public repository of structured organic reaction records. describe an organic reaction: reactants, conditions, products, and yield Reactants: O=C(NC1CCCc2c(O)cccc21)c1ccccc1, O=C([O-])[O-], CN(C)C=O, COC(=O)CCl, [I-], [K+], [K+], [K+]. Yields the product COC(=O)COc1cccc2c1CCCC2NC(=O)c1ccccc1. RXN SMILES: [C:1]([c:2]1[cH:3][cH:4][cH:5][cH:6][cH:7]1)(=[O:8])[NH:9][CH:10]1[c:11]2[cH:12][cH:13][cH:14][c:15]([OH:20])[c:16]2[CH2:17][CH2:18][CH2:19]1.[C:21](=[O:22])([O-:23])[O-:24].[CH3:35][N:36]([CH3:37])[CH:38]=[O:39].[Cl:27][CH2:28][C:29](=[O:30])[O:31][CH3:32].[I-:34].[K+:25].[K+:26].[K+:33]>>[C:1]([c:2]1[cH:3][cH:4][cH:5][cH:6][cH:7]1)(=[O:8])[NH:9][CH:10]1[c:11]2[cH:12][cH:13][cH:14][c:15]([O:20][CH2:28][C:29](=[O:30])[O:31][CH3:32])[c:16]2[CH2:17][CH2:18][CH2:19]1. Starting materials: CNC1CCN(Cc2ccccc2)CC1(C)C, CO, [H][H], [OH-], [OH-], [Pd+2]. Product: CNC1CCNCC1(C)C. RXN SMILES: [CH2:1]([c:2]1[cH:3][cH:4][cH:5][cH:6][cH:7]1)[N:8]1[CH2:9][C:10]([CH3:16])([CH3:17])[CH:11]([NH:14][CH3:15])[CH2:12][CH2:13]1.[CH3:18][OH:19].[H:20][H:21].[OH-:22].[OH-:23].[Pd+2:24]>>[NH:8]1[CH2:9][C:10]([CH3:16])([CH3:17])[CH:11]([NH:14][CH3:15])[CH2:12][CH2:13]1. The reactants are CN(N=C(C1=C(C=CC=C1Cl)Cl)Cl)S(=O)(=O)C1=CC=C(C=C1)C (N-methyl-N-(p-toluenesulfonyl)-2,6-dichlorobenzohydrazonoyl chloride), ClC1=CC=C(CC#N)C=C1 (p-chlorobenzyl cyanide), [Cl-].[Al+3].[Cl-].[Cl-] (aluminum chloride), O (water). Run in ClC1=C(C=CC=C1)Cl (o-dichlorobenzene). Conditions: temperature 120 celsius. Product: ClC1=CC=C(CC2=NC(=NN2C)C2=C(C=CC=C2Cl)Cl)C=C1 (5-(4-chlorobenzyl)-3 (2,6-dichlorophenyl)-1-methyl-1H-1,2,4-triazole). The yield is 77.8%. Reaction SMILES: [CH3:1][N:2](S(C1C=CC(C)=CC=1)(=O)=O)[N:3]=[C:4](Cl)[C:5]1[C:10]([Cl:11])=[CH:9][CH:8]=[CH:7][C:6]=1[Cl:12].[Cl:24][C:25]1[CH:33]=[CH:32][C:28]([CH2:29][C:30]#[N:31])=[CH:27][CH:26]=1.[Cl-].[Al+3].[Cl-].[Cl-].O>ClC1C=CC=CC=1Cl>[Cl:24][C:25]1[CH:33]=[CH:32][C:28]([CH2:29][C:30]2[N:2]([CH3:1])[N:3]=[C:4]([C:5]3[C:6]([Cl:12])=[CH:7][CH:8]=[CH:9][C:10]=3[Cl:11])[N:31]=2)=[CH:27][CH:26]=1 |f:2.3.4.5|. Procedure: To a solution of 1.0 g of N-methyl-N-(p-toluenesulfonyl)-2,6-dichlorobenzohydrazonoyl chloride in 10 ml of o-dichlorobenzene at room temperature, were added 0.46 g of p-chlorobenzyl cyanide and 0.41 g of anhydrous aluminum chloride. The reaction mixture was heated at 120° C. for 30 minutes. Aster cooling, the section mixture was poured into iced-water and extracted with ethyl acetate. The ethyl acetate layer was washed with water, dried over magnesium sulfate and concentrated under reduced press... Reactants: C[Mg]Br (methylmagnesium bromide), CON(C(=O)C1(COC(OC1)(C)C)C)C (N-methoxy-N,2,2,5-tetramethyl-1,3-dioxane5-carboxylic acid amid), [Cl-].[NH4+] (ammonium chloride). The solvent is C1CCOC1 (THF), C1CCOC1 (THF). Run at temperature 0 celsius, time 4 hour. Product: CC1(OCC(CO1)(C)C(C)=O)C (1-(2,2,5-trimethyl-1,3-dioxane5-yl)ethanone). The yield is 90.0%. RXN SMILES: CON(C)[C:4]([C:6]1([CH3:14])[CH2:11][O:10][C:9]([CH3:13])([CH3:12])[O:8][CH2:7]1)=[O:5].[CH3:16][Mg]Br.[Cl-].[NH4+]>C1COCC1>[CH3:13][C:9]1([CH3:12])[O:8][CH2:7][C:6]([C:4](=[O:5])[CH3:16])([CH3:14])[CH2:11][O:10]1 |f:2.3|. Procedure details: To a mixture of N-methoxy-N,2,2,5-tetramethyl-1,3-dioxane5-carboxylic acid amid (1.07 g, 4.92 mmol) and THF (10 mL) was gradually added 3 mol/L methylmagnesium bromide in THF (2.46 mL, 7.4 mmol) at 0° C. under nitrogen atmosphere, and the resulting mixture was stirred at 0° C. for 4 hours. After the reaction was completed, saturated ammonium chloride aqueous solution was added to the reaction mixture and the resulting mixture was extracted with ethyl acetate. The extract was washed with brine, d... Reactants: CNC(=O)C1NCCN(C1)C1=NC=C(C=C1Cl)CO (4(3-Chloro-5-hydroxymethyl-pyridin-2-yl)-piperazine-2-carboxylic acid methylamide), ClC1=NC2=C(N1)C=C(C=C2C2=CC(=C(C(=C2)F)F)F)C(F)(F)F (2-chloro-6-trifluoromethyl-4-(3,4,5-trifluoro-phenyl)-1H-benzoimidazole). Run in CCO (EtOH). The product is CNC(=O)C1N(CCN(C1)C1=NC=C(C=C1Cl)CO)C1=NC2=C(N1)C(=CC(=C2)C(F)(F)F)C2=CC(=C(C(=C2)F)F)F (4-(3-Chloro-5-hydroxymethyl-pyridin-2-yl)-1-[5-trifluoromethyl-7-(3,4,5-trifluoro-phenyl)-1H-benzoimidazol-2-yl]-piperazine-2-carboxylic acid methylamide). Reaction SMILES: [CH3:1][NH:2][C:3]([CH:5]1[CH2:10][N:9]([C:11]2[C:16]([Cl:17])=[CH:15][C:14]([CH2:18][OH:19])=[CH:13][N:12]=2)[CH2:8][CH2:7][NH:6]1)=[O:4].Cl[C:21]1[NH:25][C:24]2[CH:26]=[C:27]([C:39]([F:42])([F:41])[F:40])[CH:28]=[C:29]([C:30]3[CH:35]=[C:34]([F:36])[C:33]([F:37])=[C:32]([F:38])[CH:31]=3)[C:23]=2[N:22]=1>CCO>[CH3:1][NH:2][C:3]([CH:5]1[CH2:10][N:9]([C:11]2[C:16]([Cl:17])=[CH:15][C:14]([CH2:18][OH:19])=[CH:13][N:12]=2)[CH2:8][CH2:7][N:6]1[C:21]1[NH:22][C:23]2[C:29]([C:30]3[CH:31]=[C:32]([F:38])[C:33]([F:37])=[C:34]([F:36])[CH:35]=3)=[CH:28][C:27]([C:39]([F:42])([F:40])[F:41])=[CH:26][C:24]=2[N:25]=1)=[O:4]. Procedure details: A mixture of 4-(3-chloro-5-hydroxymethyl-pyridin-2-yl)-piperazine-2-carboxylic acid methylamide from step (d) above (114 mg, 0.4 mmol) and 2-chloro-6-trifluoromethyl-4-(3,4,5-trifluoro-phenyl)-1H-benzoimidazole (140 mg, 0.4 mmol, Example 51b) in EtOH (1 mL) reacted under the conditions of Example 3c to give the title compound as a white solid. MS ESI, pos. ion) m/e: 599 (M+1). Starting materials: OCCCC1=CC=C(C=C1)C1=CC(N(C=C1)CCC(C(=O)NOC1OCCCC1)(S(=O)(=O)C)C)=O (4-{4-[4-(3-hydroxypropyl)phenyl]-2-oxopyridin-1(2H)-yl}-2-methyl-2-(methylsulfonyl)-N-(tetrahydro-2H-pyran-2-yloxy)butanamide), Cl (hydrogen chloride). Run in O1CCOCC1 (dioxane), CO (methanol). Conditions: time 30 minute. Yields the product ONC(C(CCN1C(C=C(C=C1)C1=CC=C(C=C1)CCCO)=O)(S(=O)(=O)C)C)=O (N-hydroxy-4-{4-[4-(3-hydroxypropyl)phenyl]-2-oxopyridin-1(2H)-yl}-2-methyl-2-(methylsulfonyl)butanamide). The yield is 92.4%. Reaction SMILES: [OH:1][CH2:2][CH2:3][CH2:4][C:5]1[CH:10]=[CH:9][C:8]([C:11]2[CH:16]=[CH:15][N:14]([CH2:17][CH2:18][C:19]([CH3:34])([S:30]([CH3:33])(=[O:32])=[O:31])[C:20]([NH:22][O:23]C3CCCCO3)=[O:21])[C:13](=[O:35])[CH:12]=2)=[CH:7][CH:6]=1.Cl>O1CCOCC1.CO>[OH:23][NH:22][C:20](=[O:21])[C:19]([CH3:34])([S:30]([CH3:33])(=[O:32])=[O:31])[CH2:18][CH2:17][N:14]1[CH:15]=[CH:16][C:11]([C:8]2[CH:9]=[CH:10][C:5]([CH2:4][CH2:3][CH2:2][OH:1])=[CH:6][CH:7]=2)=[CH:12][C:13]1=[O:35]. Procedure: To 4-{4-[4-(3-hydroxypropyl)phenyl]-2-oxopyridin-1(2H)-yl}-2-methyl-2-(methylsulfonyl)-N-(tetrahydro-2H-pyran-2-yloxy)butanamide (213 mg, 0.420 mmol) was added 4 N hydrogen chloride in dioxane (5.0 mL) and methanol (0.50 mL). The reaction was stirred for 30 minutes and then evaporated to dryness. The residue was dissolved in minimal dichloromethane (2.0 mL) and diluted with ether to produce a precipitate. The suspension was stirred overnight at room temperature. The resulting solid was allowed t...